The task is: describe an organic reaction: reactants, conditions, products, and yield. This data is from the Open Reaction Database (ORD), a public repository of structured organic reaction records. Starting materials: BrCC(=O)C1=C(C=CC(=C1)OC)OC (2-bromo-1-(2,5-dimethoxyphenyl)-ethanone), CNC (dimethylamine). The solvent is C1(=CC=CC=C1)C (toluene). Run at time 8 hour. Product: COC1=C(C=C(C=C1)OC)C(CN(C)C)=O (1-(2,5-dimethoxyphenyl)-2-dimethylamino-ethanone). Reaction SMILES: Br[CH2:2][C:3]([C:5]1[CH:10]=[C:9]([O:11][CH3:12])[CH:8]=[CH:7][C:6]=1[O:13][CH3:14])=[O:4].[CH3:15][NH:16][CH3:17]>C1(C)C=CC=CC=1>[CH3:14][O:13][C:6]1[CH:7]=[CH:8][C:9]([O:11][CH3:12])=[CH:10][C:5]=1[C:3](=[O:4])[CH2:2][N:16]([CH3:17])[CH3:15]. Reported procedure: 2-bromo-1-(2,5-dimethoxyphenyl)-ethanone (10.0 g) is added dropwise to a solution of dimethylamine (6.1 g) in toluene (450 ml). The mixture is stirred overnight at room temperature and extracted with a 1-N water solution of hydrochloric acid (3×250 ml). The mixed aqueous phases are alcalinized with a 25% water solution of sodium hydroxide (200 ml) and extracted with dichloromethane (4×250 ml). The mixed organic phases are washed with water (3×200 ml) and dried over magnesium sulphate. The solven...